This data is from the Open Reaction Database (ORD), a public repository of structured organic reaction records. The task is: describe an organic reaction: reactants, conditions, products, and yield The reactants are COc1cc(C(=O)O)nc(N2CCC(NC(=O)c3[nH]c(C)c(Cl)c3Cl)CC2)n1, Cl, CON. Yields the product CONC(=O)c1cc(OC)nc(N2CCC(NC(=O)c3[nH]c(C)c(Cl)c3Cl)CC2)n1. RXN SMILES: [Cl:1][c:2]1[c:3]([C:9](=[O:10])[NH:11][CH:12]2[CH2:13][CH2:14][N:15]([c:18]3[n:19][c:20]([O:27][CH3:28])[cH:21][c:22]([C:24](=[O:25])[OH:26])[n:23]3)[CH2:16][CH2:17]2)[nH:4][c:5]([CH3:8])[c:6]1[Cl:7].[ClH:29].[O:30]([CH3:31])[NH2:32]>>[Cl:1][c:2]1[c:3]([C:9](=[O:10])[NH:11][CH:12]2[CH2:13][CH2:14][N:15]([c:18]3[n:19][c:20]([O:27][CH3:28])[cH:21][c:22]([C:24](=[O:25])[NH:32][O:30][CH3:31])[n:23]3)[CH2:16][CH2:17]2)[nH:4][c:5]([CH3:8])[c:6]1[Cl:7]. The reactants are O=C(CBr)c1ccc(Br)cc1, CCCCCC, ClCCl, C1CCOC1, O, [Zn], O=S(=O)(Cl)c1ccccc1. Product: O=C(CS(=O)(=O)c1ccccc1)c1ccc(Br)cc1. As a reaction SMILES: [Br:17][c:18]1[cH:19][cH:20][c:21]([C:22]([CH2:23][Br:24])=[O:25])[cH:26][cH:27]1.[CH3:29][CH2:30][CH2:31][CH2:32][CH2:33][CH3:34].[Cl:35][CH2:36][Cl:37].[O:12]1[CH2:13][CH2:14][CH2:15][CH2:16]1.[OH2:11].[Zn:28].[c:1]1([S:7](=[O:8])(=[O:9])[Cl:10])[cH:2][cH:3][cH:4][cH:5][cH:6]1>>[c:1]1([S:7](=[O:8])(=[O:9])[CH2:23][C:22]([c:21]2[cH:20][cH:19][c:18]([Br:17])[cH:27][cH:26]2)=[O:25])[cH:2][cH:3][cH:4][cH:5][cH:6]1. Reactants: [P] (phosphorus), [OH-].[Na+] (NaOH), CN(C=O)C (dimethylformamide), ice, FC(C1=CC(=CC=C1)C1=CC=NC=2N1N=CC2)(F)F (7-(α,α,α-trifluoro-m-tolyl)pyrazolo[1,5-a]pyrimidine). Yields the product FC(C1=CC(=CC=C1)C1=CC=NC=2N1N=CC2C=O)(F)F (7-(α,α,α-Trifluoro-m-tolyl)pyrazolo[1,5-a]pyrimidine-3-carboxaldehyde). RXN SMILES: [P].[F:2][C:3]([F:20])([F:19])[C:4]1[CH:9]=[CH:8][CH:7]=[C:6]([C:10]2[N:15]3[N:16]=[CH:17][CH:18]=[C:14]3[N:13]=[CH:12][CH:11]=2)[CH:5]=1.[OH-].[Na+].CN(C)[CH:25]=[O:26]>>[F:20][C:3]([F:19])([F:2])[C:4]1[CH:9]=[CH:8][CH:7]=[C:6]([C:10]2[N:15]3[N:16]=[CH:17][C:18]([CH:25]=[O:26])=[C:14]3[N:13]=[CH:12][CH:11]=2)[CH:5]=1 |f:2.3|. Procedure details: Seventy-five milliliters of dried dimethylformamide is cooled in an ice bath and 25 ml. of phosphorus osychloride is added dropwise with swirling. To this ice cold mixture is added 19.5 g. of 7-(α,α,α-trifluoro-m-tolyl)pyrazolo[1,5-a]pyrimidine in one portion and the reaction mixture is then heated on a steam bath for 1.5 hours. The mixture is poured onto ice and made basic (pH 10) with 10 N NaOH. The precipitated solid is removed by filtration and recrystallized from methylene chloride-hexane t... Reactants: CC(C)(C)C=O, [Cl-], [Mg+]Cc1ccc(Cl)cc1. Product: CC(C)(C)C(O)Cc1ccc(Cl)cc1. RXN SMILES: [CH:1]([C:2]([CH3:3])([CH3:4])[CH3:5])=[O:6].[Cl-:7].[Cl:8][c:9]1[cH:10][cH:11][c:12]([CH2:13][Mg+:14])[cH:15][cH:16]1>>[CH:1]([C:2]([CH3:3])([CH3:4])[CH3:5])([OH:6])[CH2:13][c:12]1[cH:11][cH:10][c:9]([Cl:8])[cH:16][cH:15]1. Reactants: C(C)(C)(C)OC(=O)N1CCC(CC1)COCC(C1=C(C=CC=C1)Cl)N (4-[2-amino-2-(2-chlorophenyl)-ethoxymethyl]piperidine-1-carboxylic acid tert-butyl ester), N1C=CC2=CC=C(C=C12)C(=O)O (indole-6-carboxylic acid). The product is C(C)(C)(C)OC(=O)N1CCC(CC1)COCC(C1=C(C=CC=C1)Cl)NC(=O)C1=CC=C2C=CNC2=C1 (4-{2-(1H-Indole-6-carbonyl)amino-2-(2-chlorophenyl)ethoxy-methyl}piperidine-1-carboxylic acid tert-butyl ester). RXN SMILES: [C:1]([O:5][C:6]([N:8]1[CH2:13][CH2:12][CH:11]([CH2:14][O:15][CH2:16][CH:17]([NH2:25])[C:18]2[CH:23]=[CH:22][CH:21]=[CH:20][C:19]=2[Cl:24])[CH2:10][CH2:9]1)=[O:7])([CH3:4])([CH3:3])[CH3:2].[NH:26]1[C:34]2[C:29](=[CH:30][CH:31]=[C:32]([C:35](O)=[O:36])[CH:33]=2)[CH:28]=[CH:27]1>>[C:1]([O:5][C:6]([N:8]1[CH2:9][CH2:10][CH:11]([CH2:14][O:15][CH2:16][CH:17]([NH:25][C:35]([C:32]2[CH:33]=[C:34]3[C:29]([CH:28]=[CH:27][NH:26]3)=[CH:30][CH:31]=2)=[O:36])[C:18]2[CH:23]=[CH:22][CH:21]=[CH:20][C:19]=2[Cl:24])[CH2:12][CH2:13]1)=[O:7])([CH3:4])([CH3:2])[CH3:3]. Procedure details: Using coupling method A, 4-[2-amino-2-(2-chlorophenyl)-ethoxymethyl]piperidine-1-carboxylic acid tert-butyl ester (500 mg, 1.4 mmol) and indole-6-carboxylic acid (219 mg, 1.4 mmol) afforded, after purification (SiO2: 33% to 50% EtOAc in hexane), 579 mg (83%) of the title compound. Procedure details: A mixture of 1.53 g (4.78 mmol) tert-butyl 4-(4-methyl-piperidin-4-yl)-piperazine-1-carboxylate and 1.1 mL (5.55 mmol) ethyl oxo-acetate (50% in toluene) in 50 mL THF was stirred for 1 h at RT. The reaction mixture was cooled to 0° C., 1.25 g (5.90 mmol) sodium triacetoxyborohydride was added batchwise and after elimination of the cooling bath the mixture was stirred overnight at RT. It was combined with 10 mL 20% NaHCO3 solution, extracted exhaustively with EtOAc and the combined organic phases... Reaction SMILES: [CH3:1][C:2]1([N:8]2[CH2:13][CH2:12][N:11]([C:14]([O:16][C:17]([CH3:20])([CH3:19])[CH3:18])=[O:15])[CH2:10][CH2:9]2)[CH2:7][CH2:6][NH:5][CH2:4][CH2:3]1.O=[CH:22][C:23]([O:25][CH2:26][CH3:27])=[O:24].C(O[BH-](OC(=O)C)OC(=O)C)(=O)C.[Na+].C([O-])(O)=O.[Na+]>C1COCC1>[CH2:26]([O:25][C:23]([CH2:22][N:5]1[CH2:6][CH2:7][C:2]([N:8]2[CH2:9][CH2:10][N:11]([C:14]([O:16][C:17]([CH3:20])([CH3:19])[CH3:18])=[O:15])[CH2:12][CH2:13]2)([CH3:1])[CH2:3][CH2:4]1)=[O:24])[CH3:27] |f:2.3,4.5|. Product: C(C)OC(=O)CN1CCC(CC1)(C)N1CCN(CC1)C(=O)OC(C)(C)C (tert-butyl 4-(1-ethoxycarbonylmethyl-4-methyl-piperidin-4-yl)-piperazine-1-carboxylate). Starting materials: C(=O)(O)[O-].[Na+] (NaHCO3), CC1(CCNCC1)N1CCN(CC1)C(=O)OC(C)(C)C (tert-butyl 4-(4-methyl-piperidin-4-yl)-piperazine-1-carboxylate), O=CC(=O)OCC (ethyl oxo-acetate), C(C)(=O)O[BH-](OC(C)=O)OC(C)=O.[Na+] (sodium triacetoxyborohydride). The solvent is C1CCOC1 (THF). Run at time 1 hour.